From a dataset of the Open Reaction Database (ORD), a public repository of structured organic reaction records. describe an organic reaction: reactants, conditions, products, and yield Reactants: C([O-])([O-])=O.[Na+].[Na+] (sodium carbonate), palladium tetrakistriphenylphosphine, N1=CN=CC(=C1)B(O)O (pyrimidin-5-ylboronic acid), BrC1=CC=2C3(C4=CC(=CC=C4OC2C=C1)I)N=C(SC3)NC(C)(C)C (2′-bromo-N-tert-butyl-7′-iodo-5H-spiro[thiazole-4,9′-xanthen]-2-amine), COCCOC (DME). Solvent: O (water), CCOC(=O)C (EtOAc). Conditions: temperature 80 celsius, time 24 hour. The product is BrC1=CC=2C3(C4=CC(=CC=C4OC2C=C1)C=1C=NC=NC1)N=C(SC3)NC(C)(C)C (2′-bromo-N-tert-butyl-7′-(pyrimidin-5-yl)-5H-spiro[thiazole-4,9′-xanthen]-2-amine). RXN SMILES: C(=O)([O-])[O-].[Na+].[Na+].[N:7]1[CH:12]=[C:11](B(O)O)[CH:10]=[N:9][CH:8]=1.[Br:16][C:17]1[CH:30]=[CH:29][C:28]2[O:27][C:26]3[C:21](=[CH:22][C:23](I)=[CH:24][CH:25]=3)[C:20]3([CH2:35][S:34][C:33]([NH:36][C:37]([CH3:40])([CH3:39])[CH3:38])=[N:32]3)[C:19]=2[CH:18]=1.COCCOC>CCOC(C)=O.O>[Br:16][C:17]1[CH:30]=[CH:29][C:28]2[O:27][C:26]3[C:21](=[CH:22][C:23]([C:11]4[CH:12]=[N:7][CH:8]=[N:9][CH:10]=4)=[CH:24][CH:25]=3)[C:20]3([CH2:35][S:34][C:33]([NH:36][C:37]([CH3:40])([CH3:39])[CH3:38])=[N:32]3)[C:19]=2[CH:18]=1 |f:0.1.2|. Reported procedure: To a mixture of sodium carbonate (1.562 g, 14.74 mmol), palladium tetrakistriphenylphosphine (0.454 g, 0.393 mmol), pyrimidin-5-ylboronic acid (0.791 g, 6.39 mmol) and 2′-bromo-N-tert-butyl-7′-iodo-5H-spiro[thiazole-4,9′-xanthen]-2-amine (2.600 g, 4.91 mmol) in a resealable pressure tube, was added DME (15 mL) and water (5 mL) at RT. The tube was sealed and heated to 80° C. After 24 hrs, the mixture was cooled to RT, diluted with EtOAc, and washed with water and brine. The organic fraction was a... Reactants: Nc1ncnc2c1ncn2C1OC(CCl)C(O)C1O, [Na+], [OH-], O, OCCS. The product is Nc1ncnc2c1ncn2C1OC(CSCCO)C(O)C1O. Reaction SMILES: [Cl:7][CH2:8][CH:9]1[CH:10]([OH:25])[CH:11]([OH:24])[CH:12]([n:14]2[cH:15][n:16][c:17]3[c:18]([NH2:19])[n:20][cH:21][n:22][c:23]23)[O:13]1.[Na+:6].[OH-:5].[OH2:26].[OH:1][CH2:2][CH2:3][SH:4]>>[OH:1][CH2:2][CH2:3][S:4][CH2:8][CH:9]1[CH:10]([OH:25])[CH:11]([OH:24])[CH:12]([n:14]2[cH:15][n:16][c:17]3[c:18]([NH2:19])[n:20][cH:21][n:22][c:23]23)[O:13]1.